From a dataset of the Open Reaction Database (ORD), a public repository of structured organic reaction records. describe an organic reaction: reactants, conditions, products, and yield Reactants: N=C=N (carbodiimide), resultant compound, Cl.Cl.NC(CC1=CC=CC=C1)C(C(CC1=CC=CC=C1)NC([C@@H](NS(NN1CCN(CC1)C)(=O)=O)C(C)C)=O)O (2-Amino-4-(N-(((4-methylpiperzin-1-yl)sulfamoyl)valinyl)amino)-1,5-diphenyl-3-hydroxypentane Dihydrochloride). Reported procedure: According to the carbodiimide coupling procedure of Example 55, the resultant compound of Example 137B was coupled to the resultant compound of Example 138 to give the desired compound. Reaction SMILES: N=[C:2]=[NH:3].Cl.Cl.[NH2:6][CH:7]([CH:15]([OH:43])[CH:16]([NH:24][C:25](=[O:42])[C@H:26]([CH:39]([CH3:41])[CH3:40])[NH:27][S:28](=[O:38])(=[O:37])[NH:29][N:30]1[CH2:35][CH2:34][N:33]([CH3:36])[CH2:32][CH2:31]1)[CH2:17][C:18]1[CH:23]=[CH:22][CH:21]=[CH:20][CH:19]=1)[CH2:8][C:9]1[CH:14]=[CH:13][CH:12]=[CH:11][CH:10]=1>>[CH3:36][N:33]1[CH2:32][CH2:31][N:30]([NH:29][S:28]([NH:27][C@H:26]([C:25]([NH:24][CH:16]([CH:15]([OH:43])[CH:7]([NH:6][C:25](=[O:42])[C@H:26]([CH:39]([CH3:40])[CH3:41])[NH:27][S:28](=[O:37])(=[O:38])[NH:29][N:30]2[CH2:31][CH2:32][N:3]([CH3:2])[CH2:34][CH2:35]2)[CH2:8][C:9]2[CH:10]=[CH:11][CH:12]=[CH:13][CH:14]=2)[CH2:17][C:18]2[CH:19]=[CH:20][CH:21]=[CH:22][CH:23]=2)=[O:42])[CH:39]([CH3:41])[CH3:40])(=[O:37])=[O:38])[CH2:35][CH2:34]1 |f:1.2.3|. Product: CN1CCN(CC1)NS(=O)(=O)N[C@@H](C(C)C)C(=O)NC(CC1=CC=CC=C1)C(C(CC1=CC=CC=C1)NC([C@@H](NS(NN1CCN(CC1)C)(=O)=O)C(C)C)=O)O (2,4-Bis-(N-(((4-methylpiperzine-1-yl)sulfamoyl)valinyl)amino)-1,5-diphenyl-3-hydroxypentane).